Task: describe an organic reaction: reactants, conditions, products, and yield. Dataset: the Open Reaction Database (ORD), a public repository of structured organic reaction records The reactants are Cc1sc2cc(C(=O)NCC3(SCc4ccccc4)CCNCC3)[nH]c2c1N(C)S(=O)(=O)c1cccs1, ClCCl, O=S(=O)(OS(=O)(=O)C(F)(F)F)C(F)(F)F, O=P(c1ccccc1)(c1ccccc1)c1ccccc1. Yields the product Cc1sc2cc(C3=NCC4(CCNCC4)S3)[nH]c2c1N(C)S(=O)(=O)c1cccs1. RXN SMILES: [CH2:36]([c:38]1[cH:39][cH:40][cH:41][cH:42][cH:53]1)[S:43][C:44]1([CH2:50][NH:51][C:52](=[O:37])[c:54]2[cH:55][c:56]3[c:57]([nH:58]2)[c:59]([N:63]([S:64](=[O:65])(=[O:66])[c:67]2[s:68][cH:69][cH:70][cH:71]2)[CH3:72])[c:60]([CH3:62])[s:61]3)[CH2:45][CH2:46][NH:47][CH2:48][CH2:49]1.[Cl:73][CH2:74][Cl:75].[F:21][C:22]([S:23]([O:24][S:25]([C:26]([F:27])([F:28])[F:29])(=[O:30])=[O:31])(=[O:32])=[O:33])([F:34])[F:35].[c:1]1([P:2](=[O:3])([c:4]2[cH:5][cH:6][cH:7][cH:8][cH:9]2)[c:10]2[cH:11][cH:12][cH:13][cH:14][cH:15]2)[cH:16][cH:17][cH:18][cH:19][cH:20]1>>[S:43]1[C:44]2([CH2:45][CH2:46][NH:47][CH2:48][CH2:49]2)[CH2:50][N:51]=[C:52]1[c:54]1[cH:55][c:56]2[c:57]([nH:58]1)[c:59]([N:63]([S:64](=[O:65])(=[O:66])[c:67]1[s:68][cH:69][cH:70][cH:71]1)[CH3:72])[c:60]([CH3:62])[s:61]2. Starting materials: N#N (N2), C1(CC1)C=1SC(=C(N1)C(=O)O)C1=CC=CC=C1 (2-cyclopropyl-5-phenyl-thiazole-4-carboxylic acid), C(C(=O)Cl)(=O)Cl (oxalyl chloride), CN(C)C=O (DMF). The solvent is C1(=CC=CC=C1)C (toluene). Run at time 2 hour. Product: C1(CC1)C=1SC(=C(N1)C(=O)Cl)C1=CC=CC=C1 (2-cyclopropyl-5-phenyl-thiazole-4-carbonyl chloride). Reaction SMILES: N#N.[CH:3]1([C:6]2[S:7][C:8]([C:14]3[CH:19]=[CH:18][CH:17]=[CH:16][CH:15]=3)=[C:9]([C:11](O)=[O:12])[N:10]=2)[CH2:5][CH2:4]1.CN(C=O)C.C(Cl)(=O)C([Cl:28])=O>C1(C)C=CC=CC=1>[CH:3]1([C:6]2[S:7][C:8]([C:14]3[CH:19]=[CH:18][CH:17]=[CH:16][CH:15]=3)=[C:9]([C:11]([Cl:28])=[O:12])[N:10]=2)[CH2:5][CH2:4]1. Procedure: In a flame dried round-bottomed flask equipped with a magnetic stir bar and under inert atmosphere (N2), a suspension of 2-cyclopropyl-5-phenyl-thiazole-4-carboxylic acid (90 mg, 0.37 mmol) in toluene (2.0 mL) was treated with a drop of DMF followed by oxalyl chloride (0.11 mL, 1.25 mmol) and the resulting yellow solution was stirred at rt for 2 h. The solvent was then removed under reduced pressure (coevaporation with toluene) to give 2-cyclopropyl-5-phenyl-thiazole-4-carbonyl chloride. Reactants: CCOC(=O)C(Cc1ccc(OCCc2nc(-c3ccccc3)oc2C)c2ccccc12)OC, C1CCOC1, CCO, [Na+], [OH-]. Yields the product COC(Cc1ccc(OCCc2nc(-c3ccccc3)oc2C)c2ccccc12)C(=O)O. Reaction SMILES: [CH2:1]([CH3:2])[O:3][C:4]([CH:5]([CH2:6][c:7]1[cH:8][cH:9][c:10]([O:17][CH2:18][CH2:19][c:20]2[n:21][c:22](-[c:26]3[cH:27][cH:28][cH:29][cH:30][cH:31]3)[o:23][c:24]2[CH3:25])[c:11]2[cH:12][cH:13][cH:14][cH:15][c:16]12)[O:32][CH3:33])=[O:34].[CH2:37]1[O:38][CH2:39][CH2:40][CH2:41]1.[CH3:42][CH2:43][OH:44].[Na+:36].[OH-:35]>>[O:3]=[C:4]([CH:5]([CH2:6][c:7]1[cH:8][cH:9][c:10]([O:17][CH2:18][CH2:19][c:20]2[n:21][c:22](-[c:26]3[cH:27][cH:28][cH:29][cH:30][cH:31]3)[o:23][c:24]2[CH3:25])[c:11]2[cH:12][cH:13][cH:14][cH:15][c:16]12)[O:32][CH3:33])[OH:34]. The reactants are BrC1=CC2=C(N=CN=C2Cl)N1 (6-bromo-4-chloro-7H-pyrrolo[2,3-d]pyrimidine), O1CCCC1 (tetrahydrofuran), C(C#C)O (prop-2-yn-1-ol), C(C)(C)N(C(C)C)CC (N,N-diisopropylethylamine). The reagents and catalysts are [Cu]I (copper(I) iodide), C=1C=CC(=CC1)[P](C=2C=CC=CC2)(C=3C=CC=CC3)[Pd]([P](C=4C=CC=CC4)(C=5C=CC=CC5)C=6C=CC=CC6)([P](C=7C=CC=CC7)(C=8C=CC=CC8)C=9C=CC=CC9)[P](C=1C=CC=CC1)(C=1C=CC=CC1)C=1C=CC=CC1 (tetrakis(triphenylphosphine)palladium(0)). Solvent: O (Water). The product is ClC=1C2=C(N=CN1)NC(=C2)C#CCO (3-(4-Chloro-7H-pyrrolo[2,3-d]pyrimidin-6-yl)prop-2-yn-1-ol). Yield: 31.0%. As a reaction SMILES: Br[C:2]1[NH:11][C:5]2[N:6]=[CH:7][N:8]=[C:9]([Cl:10])[C:4]=2[CH:3]=1.[O:12]1C[CH2:15][CH2:14][CH2:13]1.C(O)C#C.C(N(CC)C(C)C)(C)C>[Cu]I.C1C=CC([P]([Pd]([P](C2C=CC=CC=2)(C2C=CC=CC=2)C2C=CC=CC=2)([P](C2C=CC=CC=2)(C2C=CC=CC=2)C2C=CC=CC=2)[P](C2C=CC=CC=2)(C2C=CC=CC=2)C2C=CC=CC=2)(C2C=CC=CC=2)C2C=CC=CC=2)=CC=1.O>[Cl:10][C:9]1[C:4]2[CH:3]=[C:2]([C:15]#[C:14][CH2:13][OH:12])[NH:11][C:5]=2[N:6]=[CH:7][N:8]=1 |^1:35,37,56,75|. Procedure: A mixture comprising 3.00 g (12.9 mmol) 6-bromo-4-chloro-7H-pyrrolo[2,3-d]pyrimidine (CAS-No: 784150-41-0), 90 mL tetrahydrofuran, 3.0 mL prop-2-yn-1-ol, 246 mg copper(I) iodide, 746 mg tetrakis(triphenylphosphine)palladium(0) and 3.93 mL N,N-diisopropylethylamine was heated at 80° C. for 4 hours. Water was added and the mixture extracted with ethylacetate/methanol (8:2). The organic layer was washed with brine and dried over sodium sulfate. After filtration and removal of the solvents the resid... The reactants are BrC=1C=C(C(N(C1)C)=O)NC1=NC=C(C=C1)N1[C@@H](CN(CC1)C)C ((R)-5-Bromo-3-(5-(2,4-dimethylpiperazin-1-yl)pyridin-2-ylamino)-1-methylpyridin-2(1H)-one), O1CC(C1)=O (oxetan-3-one), [BH3-]C#N.[Na+] (NaBH3CN), O (water). The reagents and catalysts are [Cl-].[Zn+2].[Cl-] (zinc chloride). Run in CO (methanol). Conditions: temperature 50 celsius, time 5 hour. Yields the product BrC=1C=C(C(N(C1)C)=O)NC1=NC=C(C=C1)N1[C@@H](CN(CC1)C1COC1)C ((R)-5-Bromo-1-methyl-3-(5-(2-methyl-4-(oxetan-3-yl)piperazin-1-yl)pyridin-2-ylamino)pyridin-2(1H)-one). Isolated yield 76.0%. Reaction SMILES: [Br:1][C:2]1[CH:3]=[C:4]([NH:10][C:11]2[CH:16]=[CH:15][C:14]([N:17]3[CH2:22][CH2:21][N:20]([CH3:23])[CH2:19][C@H:18]3[CH3:24])=[CH:13][N:12]=2)[C:5](=[O:9])[N:6]([CH3:8])[CH:7]=1.[O:25]1[CH2:28]C(=O)[CH2:26]1.[BH3-]C#N.[Na+].O>CO.[Cl-].[Zn+2].[Cl-]>[Br:1][C:2]1[CH:3]=[C:4]([NH:10][C:11]2[CH:16]=[CH:15][C:14]([N:17]3[CH2:22][CH2:21][N:20]([CH:23]4[CH2:28][O:25][CH2:26]4)[CH2:19][C@H:18]3[CH3:24])=[CH:13][N:12]=2)[C:5](=[O:9])[N:6]([CH3:8])[CH:7]=1 |f:2.3,6.7.8|. Reported procedure: A mixture of 115e (40.0 g, 106 mmol), oxetan-3-one (11.4 g, 159 mmol), NaBH3CN (10.0 g, 159 mmol), and zinc chloride (21.3 g, 159 mmol) in methanol (700 mL) was stirred at 50° C. for 5 hours. water (50 mL) was added to the mixture and concentrated under reduced pressure. The residue was extracted with dichloromethane (3×200 mL) and the combined organic layer was concentrated under reduced pressure. The residue was purified by silica-gel column chromatography eluting with 40:1 dichloromethane/met...